This data is from the Open Reaction Database (ORD), a public repository of structured organic reaction records. The task is: describe an organic reaction: reactants, conditions, products, and yield Reactants: CCOC(=O)c1cc2cccc(OCCNCCc3c[nH]c4ccc(F)cc34)c2o1, CO, N. The product is NC(=O)c1cc2cccc(OCCNCCc3c[nH]c4ccc(F)cc34)c2o1. Reaction SMILES: [CH2:1]([O:3][C:4](=[O:2])[c:6]1[o:7][c:8]2[c:9]([cH:10]1)[cH:11][cH:12][cH:13][c:14]2[O:15][CH2:16][CH2:17][NH:18][CH2:19][CH2:20][c:21]1[cH:22][nH:23][c:24]2[cH:25][cH:26][c:27]([F:30])[cH:28][c:29]12)[CH3:5].[CH3:32][OH:33].[NH3:31]>>[O:3]=[C:4]([c:6]1[o:7][c:8]2[c:9]([cH:10]1)[cH:11][cH:12][cH:13][c:14]2[O:15][CH2:16][CH2:17][NH:18][CH2:19][CH2:20][c:21]1[cH:22][nH:23][c:24]2[cH:25][cH:26][c:27]([F:30])[cH:28][c:29]12)[NH2:31]. Starting materials: CO, COC(=O)CC(=O)CCl, Cl, [H-], [Na+], C1CCOC1. The product is COCC(=O)CC(=O)OC. Reaction SMILES: [CH3:12][OH:13].[Cl:3][CH2:4][C:5]([CH2:6][C:7](=[O:8])[O:9][CH3:10])=[O:11].[ClH:14].[H-:1].[Na+:2].[O:15]1[CH2:16][CH2:17][CH2:18][CH2:19]1>>[CH2:4]([C:5]([CH2:6][C:7](=[O:8])[O:9][CH3:10])=[O:11])[O:13][CH3:12]. Starting materials: C=C(C)CBr, C1CCOC1, C=CCC(O)C(=O)OCC, [H-], [Na+]. The product is C=CCC(OCC(=C)C)C(=O)OCC. RXN SMILES: [Br:13][CH2:14][C:15](=[CH2:16])[CH3:17].[CH2:18]1[O:19][CH2:20][CH2:21][CH2:22]1.[CH2:3]([CH3:4])[O:5][C:6]([CH:7]([CH2:8][CH:9]=[CH2:10])[OH:11])=[O:12].[H-:2].[Na+:1]>>[CH2:3]([CH3:4])[O:5][C:6]([CH:7]([CH2:8][CH:9]=[CH2:10])[O:11][CH2:16][C:15](=[CH2:14])[CH3:17])=[O:12]. Reactants: CCO, Cc1ccc(C(C)n2[nH]c(Cl)cc2=O)cc1Cl, N. The product is Cc1ccc(C(C)n2[nH]c(N)cc2=O)cc1Cl. RXN SMILES: [CH3:19][CH2:20][OH:21].[CH3:1][CH:2]([c:3]1[cH:4][c:5]([Cl:10])[c:6]([CH3:9])[cH:7][cH:8]1)[n:11]1[nH:12][c:13]([Cl:17])[cH:14][c:15]1=[O:16].[NH3:18]>>[CH3:1][CH:2]([c:3]1[cH:4][c:5]([Cl:10])[c:6]([CH3:9])[cH:7][cH:8]1)[n:11]1[nH:12][c:13]([NH2:18])[cH:14][c:15]1=[O:16]. Reaction SMILES: [N:1]1([CH2:7][CH2:8][O:9][C:10]2[CH:15]=[CH:14][C:13]([NH2:16])=[CH:12][CH:11]=2)[CH2:6][CH2:5][CH2:4][CH2:3][CH2:2]1.[CH3:17][C:18]1[CH:26]=[CH:25][CH:24]=[C:23]2[C:19]=1[C:20](=[CH:28]O)[C:21](=[O:27])[NH:22]2>>[CH3:17][C:18]1[CH:26]=[CH:25][CH:24]=[C:23]2[C:19]=1[C:20](=[CH:28][NH:16][C:13]1[CH:12]=[CH:11][C:10]([O:9][CH2:8][CH2:7][N:1]3[CH2:2][CH2:3][CH2:4][CH2:5][CH2:6]3)=[CH:15][CH:14]=1)[C:21](=[O:27])[NH:22]2. The product is CC1=C2C(C(NC2=CC=C1)=O)=CNC1=CC=C(C=C1)OCCN1CCCCC1 (4-Methyl-3-{[4-(2-piperidin-1-yl-ethoxy)-phenylamino]-methylene}-1,3-dihydro-indol-2-one). Yield: 49.1%. Starting materials: N1(CCCCC1)CCOC1=CC=C(C=C1)N (4-(2-piperidin-1-yl-ethoxy)-phenylamine), CC1=C2C(C(NC2=CC=C1)=O)=CO (4-methyl-3-hydroxymethylene-1,3-dihydro-indol-2-one). Procedure details: In a manner similar to that described in Example 231, 4-(2-piperidin-1-yl-ethoxy)-phenylamine (754 mg, 1.2 equiv.) and 4-methyl-3-hydroxymethylene-1,3-dihydro-indol-2-one (500 mg, 2.86 mmol, 1 equiv.) are reacted to give the named compound as a yellow solid (530 mg, 49%). Reactants: C(C)OC(CCC1=C(C=C(C=C1)OC1=CC(=CC(=C1)C)OC1=C(C=C(C=C1)C(F)(F)F)Br)C)=O (3-{4-[3-(2-bromo-4-trifluoromethyl-phenoxy)-5-methyl-phenoxy]-2-methyl-phenyl}-propionic acid ethyl ester), C1(=CC=CC=C1O)C (o-cresol). Yields the product CC1=C(C=CC(=C1)OC1=CC(=CC(=C1)OC1=C(C=C(C=C1)C(F)(F)F)OC1=C(C=CC=C1)C)C)CCC(=O)O (3-{2-Methyl-4-[3-methyl-5-(2-o-tolyloxy-4-trifluoromethyl-phenoxy)-phenoxy]-phenyl}-propionic acid). RXN SMILES: C([O:3][C:4](=[O:34])[CH2:5][CH2:6][C:7]1[CH:12]=[CH:11][C:10]([O:13][C:14]2[CH:19]=[C:18]([CH3:20])[CH:17]=[C:16]([O:21][C:22]3[CH:27]=[CH:26][C:25]([C:28]([F:31])([F:30])[F:29])=[CH:24][C:23]=3Br)[CH:15]=2)=[CH:9][C:8]=1[CH3:33])C.[C:35]1([CH3:42])[C:40]([OH:41])=[CH:39][CH:38]=[CH:37][CH:36]=1>>[CH3:33][C:8]1[CH:9]=[C:10]([O:13][C:14]2[CH:15]=[C:16]([O:21][C:22]3[CH:23]=[CH:24][C:25]([C:28]([F:30])([F:31])[F:29])=[CH:26][C:27]=3[O:41][C:40]3[CH:39]=[CH:38][CH:37]=[CH:36][C:35]=3[CH3:42])[CH:17]=[C:18]([CH3:20])[CH:19]=2)[CH:11]=[CH:12][C:7]=1[CH2:6][CH2:5][C:4]([OH:34])=[O:3]. Procedure: The title compound is prepared by reacting the compound of 3-{4-[3-(2-bromo-4-trifluoromethyl-phenoxy)-5-methyl-phenoxy]-2-methyl-phenyl}-propionic acid ethyl ester with o-cresol as in Example 45 to afford 0.038 g (25%). 1H NMR (400 MHz, CDCl3); HRMS (ES+) 71 m/Z exact mass calculated for C31H27O5F3 537.1888, found 537.1893.